This data is from the Open Reaction Database (ORD), a public repository of structured organic reaction records. The task is: describe an organic reaction: reactants, conditions, products, and yield Starting materials: Cl.N1(N=CN=C1)CC(=O)O (2-(1H-1,2,4-triazol-1-yl)acetic acid hydrochloride), N[C@H](C(=O)NC1=CC=C(C=C1)OC1=CC=C(C=C1)F)COCC1=C(C=CC=C1)OC(F)(F)F ((S)-2-amino-N-(4-(4-fluorophenoxy)phenyl)-3-(2-(trifluoromethoxy)benzyloxy)propanamide). Product: Compound 139, N1(N=CN=C1)CC(=O)N[C@H](C(=O)NC1=CC=C(C=C1)OC1=CC=C(C=C1)F)COCC1=C(C=CC=C1)OC(F)(F)F ((S)-2-(2-(1H-1,2,4-triazol-1-yl)acetamido)-N-(4-(4-fluorophenoxy)phenyl)-3-(2-(trifluoromethoxy)benzyloxy)propanamide). The yield is 65.0%. Reaction SMILES: Cl.[N:2]1([CH2:7][C:8]([OH:10])=O)[CH:6]=[N:5][CH:4]=[N:3]1.[NH2:11][C@@H:12]([CH2:30][O:31][CH2:32][C:33]1[CH:38]=[CH:37][CH:36]=[CH:35][C:34]=1[O:39][C:40]([F:43])([F:42])[F:41])[C:13]([NH:15][C:16]1[CH:21]=[CH:20][C:19]([O:22][C:23]2[CH:28]=[CH:27][C:26]([F:29])=[CH:25][CH:24]=2)=[CH:18][CH:17]=1)=[O:14]>>[N:2]1([CH2:7][C:8]([NH:11][C@@H:12]([CH2:30][O:31][CH2:32][C:33]2[CH:38]=[CH:37][CH:36]=[CH:35][C:34]=2[O:39][C:40]([F:43])([F:41])[F:42])[C:13]([NH:15][C:16]2[CH:21]=[CH:20][C:19]([O:22][C:23]3[CH:24]=[CH:25][C:26]([F:29])=[CH:27][CH:28]=3)=[CH:18][CH:17]=2)=[O:14])=[O:10])[CH:6]=[N:5][CH:4]=[N:3]1 |f:0.1|. Reported procedure: Proceeding as in Example 1, but substituting 2-(1H-1,2,4-triazol-1-yl)acetic acid hydrochloride and (S)-2-amino-N-(4-(4-fluorophenoxy)phenyl)-3-(2-(trifluoromethoxy)benzyloxy)propanamide, gave Compound 139, (S)-2-(2-(1H-1,2,4-triazol-1-yl)acetamido)-N-(4-(4-fluorophenoxy)phenyl)-3-(2-(trifluoromethoxy)benzyloxy)propanamide (170 mg, 65%). 1H-NMR (400 MHz, CDCl3): δ 8.40 (s, 1H), 8.20 (s, 1H), 8.00 (s, 1H), 7.50-7.25 (m, 7H), 7.15-6.90 (m, 6H), 5.00 (s, 2H), 4.79-4.60 (m, 3H), 4.00 (m, 1H), 3.70-3... The reactants are COC1=C2C(C=C(OC2=CC(=C1OC)OC(CC)CC)SC1=CC=C(C=C1)O)=O (5,6-dimethoxy-7-(1-ethylpropoxy)-2-(4-hydroxyphenylthio)chromone), C(C)(C)(C)OC(=O)N(CC(=O)O)C(=O)OC(C)(C)C (N-t-butoxycarbonyl(Boc)glycine), C1(CCCCC1)N=C=NC1CCCCC1 (1,3-dicyclohexylcarbodiimide), Cl (hydrochloric acid). Reaction SMILES: [CH3:1][O:2][C:3]1[C:12]([O:13][CH3:14])=[C:11]([O:15][CH:16]([CH2:19][CH3:20])[CH2:17][CH3:18])[CH:10]=[C:9]2[C:4]=1[C:5](=[O:29])[CH:6]=[C:7]([S:21][C:22]1[CH:27]=[CH:26][C:25]([OH:28])=[CH:24][CH:23]=1)[O:8]2.C(OC([N:37](C(OC(C)(C)C)=O)[CH2:38][C:39](O)=[O:40])=O)(C)(C)C.C1(N=C=NC2CCCCC2)CCCCC1.[ClH:64]>ClCCl.C(OCC)(=O)C>[ClH:64].[CH2:19]([CH:16]([O:15][C:11]1[CH:10]=[C:9]2[C:4]([C:5](=[O:29])[CH:6]=[C:7]([S:21][C:22]3[CH:27]=[CH:26][C:25]([O:28][C:39](=[O:40])[CH2:38][NH2:37])=[CH:24][CH:23]=3)[O:8]2)=[C:3]([O:2][CH3:1])[C:12]=1[O:13][CH3:14])[CH2:17][CH3:18])[CH3:20] |f:6.7|. The solvent is ClCCl (dichloromethane), C(C)(=O)OCC (ethyl acetate). Procedure: 300 ml in dichloromethane of 5.66 g of 5,6-dimethoxy-7-(1-ethylpropoxy)-2-(4-hydroxyphenylthio)chromone obtained in Example 25, 2.62 g of N-t-butoxycarbonyl(Boc)glycine, and 3.08 g of 1,3-dicyclohexylcarbodiimide (DCC) was stirred over 5.5 hours at room temperature. The solution thus reacted was gravitationally filtered. The solvent was distilled out from the filtrate, so that N-t-butoxycarbonyl(Boc)glycine ester was obtained. This product was dissolved in 100 ml of ethyl acetate. Then, hydrochl... Conditions: time 3 hour. Yields the product Cl.C(C)C(CC)OC1=C(C(=C2C(C=C(OC2=C1)SC1=CC=C(C=C1)OC(CN)=O)=O)OC)OC (7-(1-ethylpropoxy)-5,6-dimethoxy-2-(4-glycyloxyphenylthio)chromone hydrochloride). Reactants: O=C1CCC1, CC(=O)O[BH-](OC(C)=O)OC(C)=O, CO, CC(=O)O, ClCCl, [Na+], N#Cc1ccc(-n2cc3c(n2)CCNCC3)cc1. The product is N#Cc1ccc(-n2cc3c(n2)CCN(C2CCC2)CC3)cc1. RXN SMILES: [C:19]1(=[O:23])[CH2:20][CH2:21][CH2:22]1.[C:24]([O:25][BH-:26]([O:27][C:28](=[O:29])[CH3:30])[O:31][C:32](=[O:33])[CH3:34])(=[O:35])[CH3:36].[CH3:38][OH:39].[CH3:43][C:44](=[O:45])[OH:46].[Cl:40][CH2:41][Cl:42].[Na+:37].[n:1]1[n:2](-[c:11]2[cH:12][cH:13][c:14]([C:15]#[N:16])[cH:17][cH:18]2)[cH:3][c:4]2[c:5]1[CH2:6][CH2:7][NH:8][CH2:9][CH2:10]2>>[n:1]1[n:2](-[c:11]2[cH:12][cH:13][c:14]([C:15]#[N:16])[cH:17][cH:18]2)[cH:3][c:4]2[c:5]1[CH2:6][CH2:7][N:8]([CH:19]1[CH2:20][CH2:21][CH2:22]1)[CH2:9][CH2:10]2. The reactants are 21, ClC=1C=CC(=C(C1)C1(CCN(CC1)S(=O)(=O)C1=CC=C(C=C1)C)C(=O)O)OC (4-(5-chloro-2-methoxyphenyl)-1-(4-methylphenylsulfonyl)-4-piperidinecarboxylic acid), S(=O)(Cl)Cl (thionyl chloride). Reaction SMILES: [Cl:1][C:2]1[CH:3]=[CH:4][C:5]([O:27][CH3:28])=[C:6]([C:8]2([C:24]([OH:26])=O)[CH2:13][CH2:12][N:11]([S:14]([C:17]3[CH:22]=[CH:21][C:20]([CH3:23])=[CH:19][CH:18]=3)(=[O:16])=[O:15])[CH2:10][CH2:9]2)[CH:7]=1.S(Cl)([Cl:31])=O>C1C=CC=CC=1>[Cl:1][C:2]1[CH:3]=[CH:4][C:5]([O:27][CH3:28])=[C:6]([C:8]2([C:24]([Cl:31])=[O:26])[CH2:13][CH2:12][N:11]([S:14]([C:17]3[CH:22]=[CH:21][C:20]([CH3:23])=[CH:19][CH:18]=3)(=[O:16])=[O:15])[CH2:10][CH2:9]2)[CH:7]=1. Product: 22, ClC=1C=CC(=C(C1)C1(CCN(CC1)S(=O)(=O)C1=CC=C(C=C1)C)C(=O)Cl)OC (4-(5-chloro-2-methoxyphenyl)-1-(4-methylphenylsulfonyl)-4-piperidinecarbonyl chloride). Yield: 100.0%. Procedure: To a stirred and refluxing mixture of 21 parts of 4-(5-chloro-2-methoxyphenyl)-1-(4-methylphenylsulfonyl)-4-piperidinecarboxylic acid and 270 parts of benzene are added dropwise 36 parts of thionyl chloride. Upon completion, the whole is stirred and refluxed for 4 hours. The reaction mixture is evaporated and the residue is washed twice with methylbenzene, yielding 22 parts (100%) of 4-(5-chloro-2-methoxyphenyl)-1-(4-methylphenylsulfonyl)-4-piperidinecarbonyl chloride. Solvent: C1=CC=CC=C1 (benzene). Reactants: Cl (hydrochloric acid), C(C)OC(CCCOC1=C(C=C(C=C1)C1=CC=C(C=C1)OCC)C=O)=O (4-[(4′-ethoxy-3-formyl-1,1′-biphenyl-4-yl)oxy]butyric acid ethylester), [O-]CC.[Na+] (sodium ethoxide). Run in C(OCC)(OCC)=O (diethyl carbonate), C(C)O (ethanol). Run at temperature 50 celsius, time 1 hour. Yields the product C(C)OC(=O)C=1CCOC2=C(C1)C=C(C=C2)C2=CC=C(C=C2)OCC (7-(4-Ethoxyphenyl)-2,3-dihydro-1-benzoxepin-4-carboxylic acid ethylester). Isolated yield 82.0%. As a reaction SMILES: [CH2:1]([O:3][C:4](=[O:26])[CH2:5][CH2:6][CH2:7][O:8][C:9]1[CH:14]=[CH:13][C:12]([C:15]2[CH:20]=[CH:19][C:18]([O:21][CH2:22][CH3:23])=[CH:17][CH:16]=2)=[CH:11][C:10]=1C=O)[CH3:2].[O-][CH2:28]C.[Na+].Cl>C(=O)(OCC)OCC.C(O)C>[CH2:1]([O:3][C:4]([C:5]1[CH2:6][CH2:7][O:8][C:9]2[CH:14]=[CH:13][C:12]([C:15]3[CH:20]=[CH:19][C:18]([O:21][CH2:22][CH3:23])=[CH:17][CH:16]=3)=[CH:11][C:10]=2[CH:28]=1)=[O:26])[CH3:2] |f:1.2|. Reported procedure: To a solution of 4-[(4′-ethoxy-3-formyl-1,1′-biphenyl-4-yl)oxy]butyric acid ethylester (0.50 g) in diethyl carbonate (5 ml) was added a solution of 20% sodium ethoxide in ethanol (0.57 g) at room temperature, and the mixture was then heated to 50° C. and stirred for 1 hour. The solution was neutralized with 1N hydrochloric acid, and extracted with ethyl acetate. The organic layer was washed, and concentrated. The concentrate was purified by silica gel chromatography (n-hexane/ethyl acetate=10/1)... Reactants: Brc1cccc(Br)n1, CN(C)C=O, [H-], [Na+], OCC(F)(F)F. Product: FC(F)(F)COc1cccc(Br)n1. RXN SMILES: [Br:3][c:4]1[n:5][c:6]([Br:10])[cH:7][cH:8][cH:9]1.[CH3:17][N:18]([CH3:19])[CH:20]=[O:21].[H-:1].[Na+:2].[OH:11][CH2:12][C:13]([F:14])([F:15])[F:16]>>[c:4]1([O:11][CH2:12][C:13]([F:14])([F:15])[F:16])[n:5][c:6]([Br:10])[cH:7][cH:8][cH:9]1.